This data is from the Open Reaction Database (ORD), a public repository of structured organic reaction records. The task is: describe an organic reaction: reactants, conditions, products, and yield The reactants are CC(C)(C)OC(=O)NCCCBr, CC1(c2ccccc2)CCNCC1, [K+], [K+], O=C([O-])[O-], C1COCCO1. Yields the product CC(C)(C)OC(=O)NCCCN1CCC(C)(c2ccccc2)CC1. Reaction SMILES: [Br:14][CH2:15][CH2:16][CH2:17][NH:18][C:19](=[O:20])[O:21][C:22]([CH3:23])([CH3:24])[CH3:25].[CH3:1][C:2]1([c:8]2[cH:9][cH:10][cH:11][cH:12][cH:13]2)[CH2:3][CH2:4][NH:5][CH2:6][CH2:7]1.[K+:26].[K+:27].[O-:28][C:29]([O-:30])=[O:31].[O:32]1[CH2:33][CH2:34][O:35][CH2:36][CH2:37]1>>[CH3:1][C:2]1([c:8]2[cH:9][cH:10][cH:11][cH:12][cH:13]2)[CH2:3][CH2:4][N:5]([CH2:15][CH2:16][CH2:17][NH:18][C:19](=[O:20])[O:21][C:22]([CH3:23])([CH3:24])[CH3:25])[CH2:6][CH2:7]1. Procedure details: A similar procedure as described in Example 44, step 3 was used, starting from 4-[3-[6-(3-bromo-5-ethoxy-phenoxy)-hexyl]-2-(2-ethoxycarbonyl-ethyl)-phenoxy]-butyric acid ethyl ester (305 mg, 0.5 mmol), 2-chloro-pyridin-4-ylboronic acid (161 mg, 1.0 mmol), [1,1′-bis(diphenylphosphino)ferrocene]dichloropalladium(II) (55 mg, 0.075 mmol), and cesium carbonate (331 mg, 1.0 mmol) to obtain 4-[3-{6-[3-(2-chloro-pyridin-4-yl)-5-ethoxy-phenoxy]-hexyl}-2-(2-ethoxycarbonyl-ethyl)-phenoxy]-butyric acid ethy... Isolated yield 35.9%. Product: C(C)OC(CCCOC1=C(C(=CC=C1)CCCCCCOC1=CC(=CC(=C1)OCC)C1=CC(=NC=C1)Cl)CCC(=O)OCC)=O (4-[3-{6-[3-(2-chloro-pyridin-4-yl)-5-ethoxy-phenoxy]-hexyl}-2-(2-ethoxycarbonyl-ethyl)-phenoxy]-butyric acid ethyl ester). The reactants are C(C)OC(CCCOC1=C(C(=CC=C1)CCCCCCOC1=CC(=CC(=C1)OCC)Br)CCC(=O)OCC)=O (4-[3-[6-(3-bromo-5-ethoxy-phenoxy)-hexyl]-2-(2-ethoxycarbonyl-ethyl)-phenoxy]-butyric acid ethyl ester), ClC1=NC=CC(=C1)B(O)O (2-chloro-pyridin-4-ylboronic acid), C([O-])([O-])=O.[Cs+].[Cs+] (cesium carbonate). RXN SMILES: [CH2:1]([O:3][C:4](=[O:39])[CH2:5][CH2:6][CH2:7][O:8][C:9]1[CH:14]=[CH:13][CH:12]=[C:11]([CH2:15][CH2:16][CH2:17][CH2:18][CH2:19][CH2:20][O:21][C:22]2[CH:27]=[C:26]([O:28][CH2:29][CH3:30])[CH:25]=[C:24](Br)[CH:23]=2)[C:10]=1[CH2:32][CH2:33][C:34]([O:36][CH2:37][CH3:38])=[O:35])[CH3:2].[Cl:40][C:41]1[CH:46]=[C:45](B(O)O)[CH:44]=[CH:43][N:42]=1.C(=O)([O-])[O-].[Cs+].[Cs+]>C1C=CC(P(C2C=CC=CC=2)[C-]2C=CC=C2)=CC=1.C1C=CC(P(C2C=CC=CC=2)[C-]2C=CC=C2)=CC=1.Cl[Pd]Cl.[Fe+2]>[CH2:1]([O:3][C:4](=[O:39])[CH2:5][CH2:6][CH2:7][O:8][C:9]1[CH:14]=[CH:13][CH:12]=[C:11]([CH2:15][CH2:16][CH2:17][CH2:18][CH2:19][CH2:20][O:21][C:22]2[CH:27]=[C:26]([O:28][CH2:29][CH3:30])[CH:25]=[C:24]([C:45]3[CH:44]=[CH:43][N:42]=[C:41]([Cl:40])[CH:46]=3)[CH:23]=2)[C:10]=1[CH2:32][CH2:33][C:34]([O:36][CH2:37][CH3:38])=[O:35])[CH3:2] |f:2.3.4,5.6.7.8|. The reagents and catalysts are C1=CC=C(C=C1)P([C-]2C=CC=C2)C3=CC=CC=C3.C1=CC=C(C=C1)P([C-]2C=CC=C2)C3=CC=CC=C3.Cl[Pd]Cl.[Fe+2] ([1,1′-bis(diphenylphosphino)ferrocene]dichloropalladium(II)). Starting materials: O=[N+]([O-])c1ccc(Sc2ccc3ccccc3n2)cc1, CN(C)C=O. Yields the product Nc1ccc(Sc2ccc3ccccc3n2)cc1. As a reaction SMILES: [N+:1]([O-:2])(=[O:3])[c:4]1[cH:5][cH:6][c:7]([S:10][c:11]2[n:12][c:13]3[cH:14][cH:15][cH:16][cH:17][c:18]3[cH:19][cH:20]2)[cH:8][cH:9]1.[O:21]=[CH:22][N:23]([CH3:24])[CH3:25]>>[NH2:1][c:4]1[cH:5][cH:6][c:7]([S:10][c:11]2[n:12][c:13]3[cH:14][cH:15][cH:16][cH:17][c:18]3[cH:19][cH:20]2)[cH:8][cH:9]1. The reactants are CN1CCCC1=O, Cc1ccc([N+](=O)[O-])cc1Nc1ncc(C(=O)O)c(-c2cccnc2)n1, N, O. Product: Cc1ccc([N+](=O)[O-])cc1Nc1nccc(-c2cccnc2)n1. RXN SMILES: [CH3:1][N:2]1[CH2:3][CH2:4][CH2:5][C:6]1=[O:7].[CH3:8][c:9]1[c:10]([NH:18][c:19]2[n:20][cH:21][c:22]([C:31]([OH:32])=[O:33])[c:23](-[c:25]3[cH:26][n:27][cH:28][cH:29][cH:30]3)[n:24]2)[cH:11][c:12]([N+:15](=[O:16])[O-:17])[cH:13][cH:14]1.[NH3:34].[OH2:35]>>[CH3:8][c:9]1[c:10]([NH:18][c:19]2[n:20][cH:21][cH:22][c:23](-[c:25]3[cH:26][n:27][cH:28][cH:29][cH:30]3)[n:24]2)[cH:11][c:12]([N+:15](=[O:16])[O-:17])[cH:13][cH:14]1. Reactants: BrCC (Bromoethane), OC1=C(C(=C(C2=CC=CC=C12)O)C(=O)OCC)C(=O)OCC (diethyl 1,4-dihydroxy-2,3-naphthalenedicarboxylate), C([O-])([O-])=O.[K+].[K+] (potassium carbonate). Run in CC(=O)C (acetone). The product is C(C)OC1=C(C(=C(C2=CC=CC=C12)O)C(=O)OCC)C(=O)OCC (Diethyl 1-(ethyloxy)-4-hydroxy-2,3-naphthalenedicarboxylate). Isolated yield 60.5%. As a reaction SMILES: Br[CH2:2][CH3:3].[OH:4][C:5]1[C:14]2[C:9](=[CH:10][CH:11]=[CH:12][CH:13]=2)[C:8]([OH:15])=[C:7]([C:16]([O:18][CH2:19][CH3:20])=[O:17])[C:6]=1[C:21]([O:23][CH2:24][CH3:25])=[O:22].C(=O)([O-])[O-].[K+].[K+]>CC(C)=O>[CH2:2]([O:4][C:5]1[C:14]2[C:9](=[CH:10][CH:11]=[CH:12][CH:13]=2)[C:8]([OH:15])=[C:7]([C:16]([O:18][CH2:19][CH3:20])=[O:17])[C:6]=1[C:21]([O:23][CH2:24][CH3:25])=[O:22])[CH3:3] |f:2.3.4|. Procedure: Bromoethane (0.359 g, 3.29 mmol) was added to a stirred solution of diethyl 1,4-dihydroxy-2,3-naphthalenedicarboxylate (1 g, 3.29 mmol) and potassium carbonate (0.454 g, 3.29 mmol) in acetone (25 ml). The reaction mixture was refluxed for 24 hours under an atmosphere of argon. The resulting mixture was evaporated and the residue was partitioned between 2× ethylacetate and water. The combined organics were washed with water and dried over magnesium sulphate. The orange oil was purified by chromat... Reactants: C1(=CC(=CC(=C1)C)C)O (3,5-xylenol), C(C(=O)O)(=O)O (oxalic acid), O (water). Run in C=O (formaldehyde), C=O (formaldehyde), C=O (formaldehyde), C=O (formaldehyde). Run at temperature 150 celsius. Product: C1(=CC(=CC(=C1)C)C)O.C=O (3,5-xylenol formaldehyde). Reaction SMILES: [C:1]1([OH:9])[CH:6]=[C:5]([CH3:7])[CH:4]=[C:3]([CH3:8])[CH:2]=1.C(O)(=O)[C:11](O)=[O:12].O>C=O>[C:1]1([OH:9])[CH:6]=[C:5]([CH3:7])[CH:4]=[C:3]([CH3:8])[CH:2]=1.[CH2:11]=[O:12] |f:4.5|. Procedure details: Into a reactor equipped with a thermometer, an agitator, a reflux cooler and a dropping funnel were charged 122 parts (1 mol) of 3,5-xylenol and 0.6 part of oxalic acid. After the mixture was heated to 150° C., 16.2 parts of 37% aqueous formaldehyde solution was added dropwise to the mixture in two hours, while agitating the resulting mixture without heating. During the dropwise addition of the aqueous formaldehyde solution, the temperature of the reaction system in the reactor was lowered due t... The reactants are Cl (hydrochloric acid), O (water), OC[C@@H](C(=O)OC)NC(=O)OCC1=CC=C(C=C1)[N+](=O)[O-] (methyl (2S)-3-hydroxy-2-[(4-nitrobenzyloxycarbonyl)amino]propionate), [BH4-].[Na+] (sodium borohydride). Run in C(C)(=O)OCC (ethyl acetate), O1CCCC1 (tetrahydrofuran), C(C)O (ethanol). Run at temperature 0 celsius, time 5 hour. Product: [N+](=O)([O-])C1=CC=C(COC(=O)NC(CO)CO)C=C1 (2-[(4-nitrobenzyloxycarbonyl)amino]-1,3-propanediol). Isolated yield 68.7%. RXN SMILES: [OH:1][CH2:2][C@H:3]([NH:8][C:9]([O:11][CH2:12][C:13]1[CH:18]=[CH:17][C:16]([N+:19]([O-:21])=[O:20])=[CH:15][CH:14]=1)=[O:10])[C:4](OC)=[O:5].[BH4-].[Na+].Cl.O>O1CCCC1.C(O)C.C(OCC)(=O)C>[N+:19]([C:16]1[CH:17]=[CH:18][C:13]([CH2:12][O:11][C:9]([NH:8][CH:3]([CH2:4][OH:5])[CH2:2][OH:1])=[O:10])=[CH:14][CH:15]=1)([O-:21])=[O:20] |f:1.2|. Procedure details: To a solution of methyl (2S)-3-hydroxy-2-[(4-nitrobenzyloxycarbonyl)amino]propionate (2.12 g) in tetrahydrofuran (20 ml) and ethanol (20 ml) was added sodium borohydride (0.54 g) at 0° C. under nitrogen atmosphere. After stirring at 0° C. for 5 hours, to the mixture was added a mixture of concentrated hydrochloric acid (1.7 ml), water (40 ml) and ethyl acetate (40 ml). The organic layer was separated, washed with 10% aqueous sodium hydrogen carbonate and brine successively, dried over magnesium ... Starting materials: C1CCNCC1, CCO, O=C1Cc2cc(F)ccc2N1, Cc1c(C=O)[nH]c2c1C(=O)N(CC(O)CN1CCOCC1)CC2. The product is Cc1c(C=C2C(=O)Nc3ccc(F)cc32)[nH]c2c1C(=O)N(CC(O)CN1CCOCC1)CC2. RXN SMILES: [CH2:35]1[CH2:36][CH2:37][NH:38][CH2:39][CH2:40]1.[CH3:41][CH2:42][OH:43].[F:24][c:25]1[cH:26][c:27]2[c:31]([cH:32][cH:33]1)[NH:30][C:29](=[O:34])[CH2:28]2.[OH:1][CH:2]([CH2:3][N:4]1[C:5](=[O:16])[c:6]2[c:7]([nH:10][c:11]([CH:14]=[O:15])[c:12]2[CH3:13])[CH2:8][CH2:9]1)[CH2:17][N:18]1[CH2:19][CH2:20][O:21][CH2:22][CH2:23]1>>[OH:1][CH:2]([CH2:3][N:4]1[C:5](=[O:16])[c:6]2[c:7]([nH:10][c:11]([CH:14]=[C:28]3[c:27]4[cH:26][c:25]([F:24])[cH:33][cH:32][c:31]4[NH:30][C:29]3=[O:34])[c:12]2[CH3:13])[CH2:8][CH2:9]1)[CH2:17][N:18]1[CH2:19][CH2:20][O:21][CH2:22][CH2:23]1. Starting materials: CC(C)(C)N, CC=O, [Na+], N#C[Na], O, O=S([O-])O. Yields the product CC(C#N)NC(C)(C)C. RXN SMILES: [CH3:9][C:10]([CH3:11])([CH3:12])[NH2:13].[CH:6]([CH3:7])=[O:8].[Na+:5].[Na:14][C:15]#[N:16].[OH2:17].[S:1](=[O:2])([OH:3])[O-:4]>>[CH:6]([CH3:7])([NH:13][C:10]([CH3:9])([CH3:11])[CH3:12])[C:15]#[N:16]. The reactants are [H-].[Na+] (sodium hydride), ClC=1C=C(C=O)C=CC1Cl (3,4-dichlorobenzaldehyde), C(C)OP(OCC)(=O)C=C1C2=C(N(CCN1)C)C=C(C=C2)Br ((8-bromo-1-methyl-1,2,3,4-tetrahydrobenzo[e][1,4]diazepin-5-ylidenemethyl)phosphonic acid diethyl ester), C(=C)[Sn](CCCC)(CCCC)CCCC (vinyl tributylstannane), palladium (II) bis-triphenylphosphine-dichloride. Run in O1CCOCC1 (dioxane). Conditions: temperature 80 celsius, time 18 hour. Yields the product Cl.Cl.ClC=1C=C(C=C\C\2=N/CCN(C3=C2C=CC(=C3)C=C)C)C=CC1Cl ((E)-5-(3,4-dichlorostyryl)-2,3-dihydro-1-methyl-8-vinyl-1H-1,4-benzodiazepine dihydrochloride). The yield is 52.8%. RXN SMILES: C(OP([CH:9]=[C:10]1[NH:16][CH2:15][CH2:14][N:13]([CH3:17])[C:12]2[CH:18]=[C:19](Br)[CH:20]=[CH:21][C:11]1=2)(=O)OCC)C.[CH:23]([Sn](CCCC)(CCCC)CCCC)=[CH2:24].[H-].[Na+].[Cl:40][C:41]1[CH:42]=[C:43]([CH:46]=[CH:47][C:48]=1[Cl:49])[CH:44]=O>O1CCOCC1>[ClH:40].[ClH:40].[Cl:40][C:41]1[CH:42]=[C:43]([CH:46]=[CH:47][C:48]=1[Cl:49])[CH:44]=[CH:9][C:10]1=[N:16][CH2:15][CH2:14][N:13]([CH3:17])[C:12]2[CH:18]=[C:19]([CH:23]=[CH2:24])[CH:20]=[CH:21][C:11]1=2 |f:2.3,6.7.8|. Reported procedure: To 123 mg (0.32 mmol) of (8-bromo-1-methyl-1,2,3,4-tetrahydrobenzo[e][1,4]diazepin-5-ylidenemethyl)phosphonic acid diethyl ester (prepared as described in Example 41) in 2 ml of dioxane was added 120 mg (0.38 mmol) of vinyl tributylstannane, followed by 11.1 mg (0.016 mmol)of palladium (II) bis-triphenylphosphine-dichloride. The mixture was heated at 80° C. for 18 hours. To the mixture at ambient temperature was added 22 mg (0.55 mmol) of sodium hydride (60% dispersion in mineral oil). After 5 m...